Dataset: the Open Reaction Database (ORD), a public repository of structured organic reaction records. Task: describe an organic reaction: reactants, conditions, products, and yield The reactants are [N+](=O)([O-])C=1C=NN2C1N=CC=C2O (3-nitropyrazolo[1,5-a]pyrimidin-7-ol), C1=CCCCC1 (cyclohexene), Cl (hydrochloric acid). The reagents and catalysts are [Pd] (palladium-on-charcoal). Solvent: C(C)(=O)O (acetic acid). Product: Cl.NC=1C=NN2C1N=CC=C2O (3-AMINOPYRAZOLO[1,5-a]PYRIMIDIN-7-OL HYDROCHLORIDE). RXN SMILES: [N+:1]([C:4]1[CH:5]=[N:6][N:7]2[C:12]([OH:13])=[CH:11][CH:10]=[N:9][C:8]=12)([O-])=O.C1CCCCC=1.[ClH:20]>[Pd].C(O)(=O)C>[ClH:20].[NH2:1][C:4]1[CH:5]=[N:6][N:7]2[C:12]([OH:13])=[CH:11][CH:10]=[N:9][C:8]=12 |f:5.6|. Procedure: 0.35 g of 3-nitropyrazolo[1,5-a]pyrimidin-7-ol, 20 cc of acetic acid, 1.6 g of cyclohexene and 85 mg of 10% palladium-on-charcoal were introduced into a 50 cc 3-necked round-bottomed flask fitted with a magnetic stirrer and equipped with a condenser and a thermometer. The medium was refluxed for 1h30' and the catalyst was then filtered off through Celite. After evaporation of the acetic acid, the solid obtained was taken up in 2 cc of refluxing concentrated hydrochloric acid for 2 h 30'. After e... Reactants: ClC1=CC=C(C=C1)C1=NSC2=C1C=CC(=C2)O (3-(4-chloro-phenyl)-benzo[d]isothiazol-6-ol), BrCCCCBr (1,4-dibromobutane). The product is BrCCCCOC1=CC2=C(C(=NS2)C2=CC=C(C=C2)Cl)C=C1 (6-(4-Bromo-butoxy)-3-(4-chloro-phenyl)-benzo[d]isothiazole). RXN SMILES: [Cl:1][C:2]1[CH:7]=[CH:6][C:5]([C:8]2[C:12]3[CH:13]=[CH:14][C:15]([OH:17])=[CH:16][C:11]=3[S:10][N:9]=2)=[CH:4][CH:3]=1.[Br:18][CH2:19][CH2:20][CH2:21][CH2:22]Br>>[Br:18][CH2:19][CH2:20][CH2:21][CH2:22][O:17][C:15]1[CH:14]=[CH:13][C:12]2[C:8]([C:5]3[CH:4]=[CH:3][C:2]([Cl:1])=[CH:7][CH:6]=3)=[N:9][S:10][C:11]=2[CH:16]=1. Reported procedure: In analogy to example 2.1, 3-(4-chloro-phenyl)-benzo[d]isothiazol-6-ol and 1,4-dibromobutane were converted to yield 6-(4-Bromo-butoxy)-3-(4-chloro-phenyl)-benzo[d]isothiazole as white solid, mp: 68-69° C., MS: 395 (M, 1Br, 1 Cl). The reactants are C1CCOC1, CCC=CC(CC(=O)OC)c1ccc(OCc2ccc(C(C)(C)C)c(-c3cc(OC)ccc3F)c2)cc1, CCO, [Na+], [OH-]. Yields the product CCC=CC(CC(=O)O)c1ccc(OCc2ccc(C(C)(C)C)c(-c3cc(OC)ccc3F)c2)cc1. Reaction SMILES: [CH2:38]1[O:39][CH2:40][CH2:41][CH2:42]1.[CH3:1][C:2]([CH3:3])([CH3:4])[c:5]1[cH:6][cH:7][c:8]([CH2:20][O:21][c:22]2[cH:23][cH:24][c:25]([CH:28]([CH2:29][C:30](=[O:31])[O:32][CH3:33])[CH:34]=[CH:35][CH2:36][CH3:37])[cH:26][cH:27]2)[cH:9][c:10]1-[c:11]1[c:12]([F:19])[cH:13][cH:14][c:15]([O:17][CH3:18])[cH:16]1.[CH3:43][CH2:44][OH:45].[Na+:47].[OH-:46]>>[CH3:1][C:2]([CH3:3])([CH3:4])[c:5]1[cH:6][cH:7][c:8]([CH2:20][O:21][c:22]2[cH:23][cH:24][c:25]([CH:28]([CH2:29][C:30](=[O:31])[OH:32])[CH:34]=[CH:35][CH2:36][CH3:37])[cH:26][cH:27]2)[cH:9][c:10]1-[c:11]1[c:12]([F:19])[cH:13][cH:14][c:15]([O:17][CH3:18])[cH:16]1. Reactants: CC(=O)CC(=O)OC(C)(C)C, [Li]CCCC, CC(C)C(C=CC=O)=C(c1ccc(F)cc1)c1ccc(F)cc1, [H-], [Na+], C1CCOC1. Product: CC(C)C(C=CC(O)CC(=O)CC(=O)OC(C)(C)C)=C(c1ccc(F)cc1)c1ccc(F)cc1. As a reaction SMILES: [C:24]([CH2:25][C:26](=[O:27])[CH3:28])(=[O:29])[O:30][C:31]([CH3:32])([CH3:33])[CH3:34].[CH2:37]([Li:38])[CH2:39][CH2:40][CH3:41].[F:1][c:2]1[cH:3][cH:4][c:5]([C:8](=[C:9]([CH:10]=[CH:11][CH:12]=[O:13])[CH:14]([CH3:15])[CH3:16])[c:17]2[cH:18][cH:19][c:20]([F:23])[cH:21][cH:22]2)[cH:6][cH:7]1.[H-:35].[Na+:36].[O:42]1[CH2:43][CH2:44][CH2:45][CH2:46]1>>[F:1][c:2]1[cH:3][cH:4][c:5]([C:8](=[C:9]([CH:10]=[CH:11][CH:12]([OH:13])[CH2:28][C:26]([CH2:25][C:24](=[O:29])[O:30][C:31]([CH3:32])([CH3:33])[CH3:34])=[O:27])[CH:14]([CH3:15])[CH3:16])[c:17]2[cH:18][cH:19][c:20]([F:23])[cH:21][cH:22]2)[cH:6][cH:7]1. Starting materials: CCOC(C)=O, OCc1cccc(C(F)(F)F)c1Cl, [Na+], C1COCCO1, BrP(Br)Br, O=S(=O)([O-])O. The product is FC(F)(F)c1cccc(CBr)c1Cl. Reaction SMILES: [CH3:30][CH2:31][O:32][C:33](=[O:34])[CH3:35].[Cl:5][c:6]1[c:7]([CH2:16][OH:17])[cH:8][cH:9][cH:10][c:11]1[C:12]([F:13])([F:14])[F:15].[Na+:23].[O:24]1[CH2:25][CH2:26][O:27][CH2:28][CH2:29]1.[P:1]([Br:2])([Br:3])[Br:4].[S:18]([O-:19])([OH:20])(=[O:21])=[O:22]>>[Br:2][CH2:16][c:7]1[c:6]([Cl:5])[c:11]([C:12]([F:13])([F:14])[F:15])[cH:10][cH:9][cH:8]1. The reactants are Br[Zn]c1cccs1, CCc1c(I)[nH]c(C=O)c1C(=O)OC, C1CCOC1, CN1CCCC1. Yields the product CCc1c(-c2cccs2)[nH]c(C=O)c1C(=O)OC. Reaction SMILES: [Br:15][Zn:16][c:17]1[s:18][cH:19][cH:20][cH:21]1.[CH2:1]([CH3:2])[c:3]1[c:4]([C:11](=[O:12])[O:13][CH3:14])[c:5]([CH:9]=[O:10])[nH:6][c:7]1[I:8].[CH2:28]1[O:29][CH2:30][CH2:31][CH2:32]1.[CH3:22][N:23]1[CH2:24][CH2:25][CH2:26][CH2:27]1>>[CH2:1]([CH3:2])[c:3]1[c:4]([C:11](=[O:12])[O:13][CH3:14])[c:5]([CH:9]=[O:10])[nH:6][c:7]1-[c:17]1[s:18][cH:19][cH:20][cH:21]1. The reactants are FC1=NC=CC=C1C=1NC=CC1F (2-fluoro-3-(3-fluoro-1H-pyrrol-2-yl)pyridine), [H-].[Na+] (sodium hydride), C1COCCOCCOCCOCCO1 (15-Crown-5), FC(S(=O)(=O)O[Si](C(C)C)(C(C)C)C(C)C)(F)F (tris(1-methylethyl)silyl trifluoromethanesulfonate). The solvent is O1CCCC1 (tetrahydrofuran), O1CCCC1 (tetrahydrofuran). Reaction conditions: time 30 minute. Product: FC1=NC=CC=C1C=1N(C=CC1F)[Si](C(C)C)(C(C)C)C(C)C (2-Fluoro-3-{3-fluoro-1-[tris(1-methylethyl)silyl]-1H-pyrrol-2-yl}pyridine). Yield: 97.6%. RXN SMILES: [H-].[Na+].[F:3][C:4]1[C:9]([C:10]2[NH:11][CH:12]=[CH:13][C:14]=2[F:15])=[CH:8][CH:7]=[CH:6][N:5]=1.C1OCCOCCOCCOCCOC1.FC(F)(F)S(O[Si:37]([CH:44]([CH3:46])[CH3:45])([CH:41]([CH3:43])[CH3:42])[CH:38]([CH3:40])[CH3:39])(=O)=O>O1CCCC1>[F:3][C:4]1[C:9]([C:10]2[N:11]([Si:37]([CH:44]([CH3:46])[CH3:45])([CH:41]([CH3:43])[CH3:42])[CH:38]([CH3:40])[CH3:39])[CH:12]=[CH:13][C:14]=2[F:15])=[CH:8][CH:7]=[CH:6][N:5]=1 |f:0.1|. Procedure: To a suspension of sodium hydride (3.32 g) in tetrahydrofuran (70 mL) was added dropwise a solution of 2-fluoro-3-(3-fluoro-1H-pyrrol-2-yl)pyridine (5.98 g) in tetrahydrofuran (30 mL) under ice-cooling and the mixture was stirred for 30 min. 15-Crown-5 (18.3 g) and tris(1-methylethyl)silyl trifluoromethanesulfonate (25.4 g) were added, and the mixture was stirred for 1 hr. The solvent was evaporated to a half volume under reduced pressure, water was added, and the mixture was extracted with ethy...